From a dataset of the Open Reaction Database (ORD), a public repository of structured organic reaction records. describe an organic reaction: reactants, conditions, products, and yield The product is Fc1ccc(F)c(CC2CCN(C3CCC(c4ccc5c(c4)OCO5)CC3)CC2)c1. Reaction SMILES: [F:17][c:18]1[c:19]([CH2:20][CH:21]2[CH2:22][CH2:23][NH:24][CH2:25][CH2:26]2)[cH:27][c:28]([F:31])[cH:29][cH:30]1.[O:1]1[CH2:2][O:3][c:4]2[c:5]1[cH:6][cH:7][c:8]([CH:10]1[CH2:11][CH2:12][C:13](=[O:16])[CH2:14][CH2:15]1)[cH:9]2>>[O:1]1[CH2:2][O:3][c:4]2[c:5]1[cH:6][cH:7][c:8]([CH:10]1[CH2:11][CH2:12][CH:13]([N:24]3[CH2:23][CH2:22][CH:21]([CH2:20][c:19]4[c:18]([F:17])[cH:30][cH:29][c:28]([F:31])[cH:27]4)[CH2:26][CH2:25]3)[CH2:14][CH2:15]1)[cH:9]2. Starting materials: Fc1ccc(F)c(CC2CCNCC2)c1, O=C1CCC(c2ccc3c(c2)OCO3)CC1. The reactants are CCCCc1cn(C(C)(C)C)sc1=NC(=O)C1CCC(C)(C(=O)O)C1(C)C, CNC, Cl. Yields the product CCCCc1cn(C(C)(C)C)sc1=NC(=O)C1CCC(C)(C(=O)N(C)C)C1(C)C. RXN SMILES: [CH2:1]([CH2:2][CH2:3][CH3:4])[c:5]1[cH:6][n:7]([C:24]([CH3:25])([CH3:26])[CH3:27])[s:8][c:9]1=[N:10][C:11](=[O:12])[CH:13]1[C:14]([CH3:22])([CH3:23])[C:15]([C:18](=[O:19])[OH:20])([CH3:21])[CH2:16][CH2:17]1.[CH3:29][NH:30][CH3:31].[ClH:28]>>[CH2:1]([CH2:2][CH2:3][CH3:4])[c:5]1[cH:6][n:7]([C:24]([CH3:25])([CH3:26])[CH3:27])[s:8][c:9]1=[N:10][C:11](=[O:12])[CH:13]1[C:14]([CH3:22])([CH3:23])[C:15]([C:18](=[O:20])[N:30]([CH3:29])[CH3:31])([CH3:21])[CH2:16][CH2:17]1. Reactants: CS(=O)(=O)OC=1C=CC2=C(C(C(O2)O)(C)C)C1 (2,3-dihydro-3,3-dimethyl-2-hydroxybenzofuran-5-yl methanesulphonate), CC(CCO)C (3-methyl-1-butanol), O (water). The reagents and catalysts are S(O)(O)(=O)=O (sulphuric acid). Solvent: C1=CC=CC=C1 (benzene). Product: CS(=O)(=O)OC=1C=CC2=C(C(C(O2)OCCC(C)C)(C)C)C1 (2,3-dihydro-3,3-dimethyl-2-(3-methylbutoxy)-5-benzofuranyl methanesulphonate). The yield is 85.3%. Reaction SMILES: [CH3:1][S:2]([O:5][C:6]1[CH:7]=[CH:8][C:9]2[O:13][CH:12]([OH:14])[C:11]([CH3:16])([CH3:15])[C:10]=2[CH:17]=1)(=[O:4])=[O:3].[CH3:18][CH:19]([CH3:23])[CH2:20][CH2:21]O.O>S(=O)(=O)(O)O.C1C=CC=CC=1>[CH3:1][S:2]([O:5][C:6]1[CH:7]=[CH:8][C:9]2[O:13][CH:12]([O:14][CH2:21][CH2:20][CH:19]([CH3:23])[CH3:18])[C:11]([CH3:15])([CH3:16])[C:10]=2[CH:17]=1)(=[O:3])=[O:4]. Reported procedure: A mixture of 2,3-dihydro-3,3-dimethyl-2-hydroxybenzofuran-5-yl methanesulphonate (13g, 0.05 mole), 3-methyl-1-butanol (4.4g, 0.05 mole) and concentrated sulphuric acid (4 drops) in benzene (50 ml) was heated at reflux under a Dean and Stark trap until 0.9 ml water (0.05 mole) had been eliminated. The reaction mixture was cooled, washed with dilute aqueous sodium hydroxide solution and with water (twice) and dried over sodium sulphate. The benzene was then distilled off under reduced pressure to ... The reactants are acetonine hydrate, [Cl-].[NH4+] (ammonium chloride), CC(=O)C (acetone), CC1=NC(NC(C1)(C)C)(C)C (acetonine). The product is CC1(CC(=O)CC(N1)(C)C)C (triacetoneamine). Reaction SMILES: [Cl-].[NH4+].[CH3:3][C:4]1[CH2:9][C:8]([CH3:11])([CH3:10])[NH:7][C:6]([CH3:13])([CH3:12])N=1.CC(C)=[O:16]>>[CH3:12][C:6]1([CH3:13])[NH:7][C:8]([CH3:11])([CH3:10])[CH2:9][C:4](=[O:16])[CH2:3]1 |f:0.1|. Procedure details: 17.2 g of acetonine hydrate, 30 g of acetone and 0.5 g of ammonium chloride are heated in a sealed tube for 6 hours at 45° C. After this period of time, it is shown by gas-chromatographical analysis that at least 95% of the employed acetonine has been reacted to form triacetoneamine, which is then isolated by distillation. The reactants are CCOC(=O)CCC(N)CC(=O)OCC, CN1CCOCC1, CN(C)c1ccccn1, CC(C)COC(=O)Cl, Cl, NN=Cc1ccc(NC(=O)CCC(=O)O)cc1, CN(C)C=O. Yields the product CCOC(=O)CCC(CC(=O)OCC)NC(=O)CCC(=O)Nc1ccc(C=NN)cc1. Reaction SMILES: [CH2:34]([CH3:35])[O:36][C:37]([CH2:38][CH:39]([CH2:40][CH2:41][C:42](=[O:43])[O:44][CH2:45][CH3:46])[NH2:47])=[O:48].[CH3:19][N:20]1[CH2:21][CH2:22][O:23][CH2:24][CH2:25]1.[CH3:49][N:50]([c:51]1[cH:52][cH:53][cH:54][cH:55][n:56]1)[CH3:57].[Cl:26][C:27]([O:28][CH2:29][CH:30]([CH3:31])[CH3:32])=[O:33].[ClH:1].[NH2:2][N:3]=[CH:4][c:5]1[cH:6][cH:7][c:8]([NH:11][C:12]([CH2:13][CH2:14][C:15](=[O:16])[OH:17])=[O:18])[cH:9][cH:10]1.[O:58]=[CH:59][N:60]([CH3:61])[CH3:62]>>[NH2:2][N:3]=[CH:4][c:5]1[cH:6][cH:7][c:8]([NH:11][C:12]([CH2:13][CH2:14][C:15](=[O:17])[NH:47][CH:39]([CH2:38][C:37]([O:36][CH2:34][CH3:35])=[O:48])[CH2:40][CH2:41][C:42](=[O:43])[O:44][CH2:45][CH3:46])=[O:18])[cH:9][cH:10]1. Starting materials: ClCCl, O=[Cr](=O)([O-])Cl, CC(C)c1cc(C#N)cc2nc(-c3ccc(CC(O)CN4CCN(c5ccc(C(F)(F)F)cc5)CC4)cc3)oc12, c1cc[nH+]cc1. The product is CC(C)c1cc(C#N)cc2nc(-c3ccc(CC(=O)CN4CCN(c5ccc(C(F)(F)F)cc5)CC4)cc3)oc12. As a reaction SMILES: [CH2:52]([Cl:53])[Cl:54].[O:1]=[Cr:2]([Cl:3])([O-:4])=[O:5].[OH:12][CH:13]([CH2:14][c:15]1[cH:16][cH:17][c:18](-[c:21]2[o:22][c:23]3[c:24]([n:25]2)[cH:26][c:27]([C:33]#[N:34])[cH:28][c:29]3[CH:30]([CH3:31])[CH3:32])[cH:19][cH:20]1)[CH2:35][N:36]1[CH2:37][CH2:38][N:39]([c:42]2[cH:43][cH:44][c:45]([C:48]([F:49])([F:50])[F:51])[cH:46][cH:47]2)[CH2:40][CH2:41]1.[nH+:6]1[cH:7][cH:8][cH:9][cH:10][cH:11]1>>[O:12]=[C:13]([CH2:14][c:15]1[cH:16][cH:17][c:18](-[c:21]2[o:22][c:23]3[c:24]([n:25]2)[cH:26][c:27]([C:33]#[N:34])[cH:28][c:29]3[CH:30]([CH3:31])[CH3:32])[cH:19][cH:20]1)[CH2:35][N:36]1[CH2:37][CH2:38][N:39]([c:42]2[cH:43][cH:44][c:45]([C:48]([F:49])([F:50])[F:51])[cH:46][cH:47]2)[CH2:40][CH2:41]1. The reactants are ClC1=NC2=C(CN3C1=CC=C3)C=CC=C2 (11-chloro-5H-pyrrolo[2,1-c][1,4]benzodiazepine), N1=C(C=CC=C1)C(=O)NN (pyridine-2-carboxylic acid hydrazide). Run in C(C)O (ethanol). The product is Cl.N1C=CN=CC2=C1C=CC=C2 (1,4benzodiazepine hydrochloride), ( d ). As a reaction SMILES: [Cl:1][C:2]1[C:8]2=CC=C[N:7]2[CH2:6][C:5]2[CH:12]=[CH:13][CH:14]=[CH:15][C:4]=2[N:3]=1.N1C=CC=CC=1C(NN)=O>C(O)C>[ClH:1].[NH:3]1[C:4]2[CH:15]=[CH:14][CH:13]=[CH:12][C:5]=2[CH:6]=[N:7][CH:8]=[CH:2]1 |f:3.4|. Procedure details: Under an atmosphere of nitrogen, a slurry of 575 g of 11-chloro-5H-pyrrolo[2,1-c][1,4]benzodiazepine in 7.2 L of anhydrous ethanol is stirred while 364 g of pyridine-2-carboxylic acid hydrazide is added over a period of five minutes. The mixture is heated slowly to 65°. An exothermic reaction occurs and there is vigorous refluxing. When the refluxing subsides to a normal rate heating is continued and the mixture is stirred and refluxed for 21-22 hours. The product precipitates from the hot solut... Reactants: N(=O)[O-].[Na+] (sodium nitrite), NC=1C(=NC=CC1C)C (3-amino-2,4-dimethylpyridine), C(=O)=O (dry ice), C(=O)([O-])[O-].[K+].[K+] (K2CO3). Run in O (water), S(O)(O)(=O)=O (sulfuric acid), CC(=O)C (acetone). Reaction conditions: temperature 0 celsius. The product is OC=1C(=NC=CC1C)C (3-hydroxy-2,4-dimethylpyridine). As a reaction SMILES: N[C:2]1[C:3]([CH3:9])=[N:4][CH:5]=[CH:6][C:7]=1[CH3:8].C(=O)=[O:11].N([O-])=O.[Na+].C([O-])([O-])=O.[K+].[K+]>S(=O)(=O)(O)O.CC(C)=O.O>[OH:11][C:2]1[C:3]([CH3:9])=[N:4][CH:5]=[CH:6][C:7]=1[CH3:8] |f:2.3,4.5.6|. Procedure details: To a solution of 3-amino-2,4-dimethylpyridine (25.0 g, 0.21 mol) in 10% sulfuric acid (405 mL) cooled to 0° C. by dry ice in acetone with stirring, a solution of sodium nitrite (16.2 g, 0.23 mol) in 160 mL of water was added dropwise at 0.5° C. over a period of 7 min. The solution was maintained at 0° C. for an additional 15 min and then heated in a steam-bath for 15 min. After cooling to room temperature, the solution was neutralized with K2CO3 to pH 7. The product was then extracted with chlor... Reactants: ClC1=C(C(=CC=C1)Cl)CS(=O)(=O)C=1C=C2/C(/C(NC2=CC1)=O)=C/C1=C(C(=C(N1)C)C(=O)O)C (5-[5-(2,6-Dichloro-phenylmethanesulfonyl)-2-oxo-1,2-dihydro-indol-(3Z)-ylidenemethyl]-2,4-dimethyl-1H-pyrrole-3-carboxylic acid), C=1C=CC2=C(C1)N=NN2O (HOBt), CCN=C=NCCCN(C)C.Cl (EDAC.HCl), CNC1CCN(CC1)C (methyl-(1-methyl-piperidin-4-yl)-amine), TEA. Run in CN(C)C=O (DMF). Run at time 2 day. Product: CN(C(=O)C1=C(NC(=C1C)\C=C\1/C(NC2=CC=C(C=C12)S(=O)(=O)CC1=C(C=CC=C1Cl)Cl)=O)C)C1CCN(CC1)C (5-[5-(2,6-Dichloro-phenylmethanesulfonyl)-2-oxo-1,2-dihydro-indol-(3Z)-ylidenemethyl]-2,4-dimethyl-1H-pyrrole-3-carboxylic acid Methyl-(1-methyl-piperidin-4-yl)-amide). RXN SMILES: [Cl:1][C:2]1[CH:7]=[CH:6][CH:5]=[C:4]([Cl:8])[C:3]=1[CH2:9][S:10]([C:13]1[CH:14]=[C:15]2[C:19](=[CH:20][CH:21]=1)[NH:18][C:17](=[O:22])/[C:16]/2=[CH:23]\[C:24]1[NH:28][C:27]([CH3:29])=[C:26]([C:30]([OH:32])=O)[C:25]=1[CH3:33])(=[O:12])=[O:11].C1C=CC2N(O)N=NC=2C=1.CCN=C=NCCCN(C)C.Cl.[CH3:56][NH:57][CH:58]1[CH2:63][CH2:62][N:61]([CH3:64])[CH2:60][CH2:59]1>CN(C=O)C>[CH3:56][N:57]([CH:58]1[CH2:63][CH2:62][N:61]([CH3:64])[CH2:60][CH2:59]1)[C:30]([C:26]1[C:25]([CH3:33])=[C:24](/[CH:23]=[C:16]2\[C:17](=[O:22])[NH:18][C:19]3[C:15]\2=[CH:14][C:13]([S:10]([CH2:9][C:3]2[C:2]([Cl:1])=[CH:7][CH:6]=[CH:5][C:4]=2[Cl:8])(=[O:11])=[O:12])=[CH:21][CH:20]=3)[NH:28][C:27]=1[CH3:29])=[O:32] |f:2.3|. Procedure: To a mixture of 5-[5-(2,6-Dichloro-phenylmethanesulfonyl)-2-oxo-1,2-dihydro-indol-(3Z)-ylidenemethyl]-2,4-dimethyl-1H-pyrrole-3-carboxylic acid (100 mg, 0.2 mmol), HOBt (33 mg, 1.2 eq.), EDAC.HCl (45 mg, 1.2 eq.) and methyl-(1-methyl-piperidin-4-yl)-amine (284 mg, 1.1 eq.) in DMF (2 mL) was added TEA (0.069 mL, 2.5 eq.). After stirring at rt for 2 days, the reaction was concentrated, diluted with DCM and added solid sodium bicarbonate. After stirring at rt for 15 mins, the suspension was loaded ...